Task: describe an organic reaction: reactants, conditions, products, and yield. Dataset: the Open Reaction Database (ORD), a public repository of structured organic reaction records Reactants: [N+](=O)([O-])C1=C(C=C(C=C1)Cl)C=1SC2=C(N1)C=CC=C2 (2-(2′-nitro-5′-chlorophenyl)benzothiazole), O.O.Cl[Sn]Cl (SnCl2.2H2O). Solvent: C(C)O (ethanol). Conditions: temperature 70 celsius. The product is NC1=C(C=C(C=C1)Cl)C=1SC2=C(N1)C=CC=C2 (2-(2′-Amino-5′-chlorophenyl)benzothiazole). Reaction SMILES: [N+:1]([C:4]1[CH:9]=[CH:8][C:7]([Cl:10])=[CH:6][C:5]=1[C:11]1[S:12][C:13]2[CH:19]=[CH:18][CH:17]=[CH:16][C:14]=2[N:15]=1)([O-])=O.O.O.Cl[Sn]Cl>C(O)C>[NH2:1][C:4]1[CH:9]=[CH:8][C:7]([Cl:10])=[CH:6][C:5]=1[C:11]1[S:12][C:13]2[CH:19]=[CH:18][CH:17]=[CH:16][C:14]=2[N:15]=1 |f:1.2.3|. Reported procedure: A mixture of 0.65 g (0.00223 mol) of 2-(2′-nitro-5′-chlorophenyl)benzothiazole OF31A and 2.52 g (0.01118 mol) of SnCl2.2H2O in 100 ml of ethanol was heated at 70° C. for 2 hours. A verification step using thin layer chromatography showed that the mixture no longer contained any starting reactant. Reactants: ice water, C(C)OC(=O)C=1N=CC=2NC=3C=CC=CC3C2N1 (5H-Pyrimido[5,4-b]indole-2-carboxylic Acid Ethyl Ester), [N+](=O)(O)[O-] (nitric acid). Conditions: time 1 hour. Yields the product C(C)OC(=O)C=1N=CC=2NC=3C(=CC=CC3C2N1)[N+](=O)[O-] (6-nitro-5H-pyrimido[5,4-b]indole-2-carboxylic acid ethyl ester), C(C)OC(=O)C=1N=CC=2NC=3C=CC(=CC3C2N1)[N+](=O)[O-] (8-nitro-5H-pyrimido[5,4-b]indole-2-carboxylic acid ethyl ester). As a reaction SMILES: [CH2:1]([O:3][C:4]([C:6]1[N:7]=[CH:8][C:9]2[NH:10][C:11]3[CH:12]=[CH:13][CH:14]=[CH:15][C:16]=3[C:17]=2[N:18]=1)=[O:5])[CH3:2].[N+:19]([O-:22])([OH:21])=[O:20]>>[CH2:1]([O:3][C:4]([C:6]1[N:7]=[CH:8][C:9]2[NH:10][C:11]3[C:12]([N+:19]([O-:21])=[O:20])=[CH:13][CH:14]=[CH:15][C:16]=3[C:17]=2[N:18]=1)=[O:5])[CH3:2].[CH2:1]([O:3][C:4]([C:6]1[N:7]=[CH:8][C:9]2[NH:10][C:11]3[CH:12]=[CH:13][C:14]([N+:19]([O-:22])=[O:20])=[CH:15][C:16]=3[C:17]=2[N:18]=1)=[O:5])[CH3:2]. Procedure: 0.325 g of 5H-pyrimido[5,4-b]indole-2-carboxylic acid ethyl ester (Example 3) is stirred in 6 ml of 65% strength nitric acid for 15 minutes at room temperature, then for one hour at 70° C. Thereafter the reaction mixture is poured into ice water and extracted with ethyl acetate. The combined ethyl acetate extracts are evaporated; the evaporation residue is chromatographed on silica gel with a mixture of equal parts of methylene chloride and acetone, thus obtaining 0.012 g of 6-nitro-5H-pyrimido[... The reactants are O=C1CCC(=O)N1Br, O=C(OOC(=O)c1ccccc1)c1ccccc1, ClC(Cl)(Cl)Cl, Cc1cc(C2=NOC(c3cc(Cl)cc(Cl)c3)(C(F)(F)F)C2)ccc1F. Product: Fc1ccc(C2=NOC(c3cc(Cl)cc(Cl)c3)(C(F)(F)F)C2)cc1CBr. RXN SMILES: [Br:26][N:27]1[C:28](=[O:29])[CH2:30][CH2:31][C:32]1=[O:33].[C:34]([O:35][O:36][C:37](=[O:38])[c:39]1[cH:40][cH:41][cH:42][cH:43][cH:44]1)(=[O:45])[c:46]1[cH:47][cH:48][cH:49][cH:50][cH:51]1.[C:52]([Cl:53])([Cl:54])([Cl:55])[Cl:56].[Cl:1][c:2]1[cH:3][c:4]([C:9]2([C:22]([F:23])([F:24])[F:25])[CH2:10][C:11]([c:14]3[cH:15][c:16]([CH3:21])[c:17]([F:20])[cH:18][cH:19]3)=[N:12][O:13]2)[cH:5][c:6]([Cl:8])[cH:7]1>>[Cl:1][c:2]1[cH:3][c:4]([C:9]2([C:22]([F:23])([F:24])[F:25])[CH2:10][C:11]([c:14]3[cH:15][c:16]([CH2:21][Br:26])[c:17]([F:20])[cH:18][cH:19]3)=[N:12][O:13]2)[cH:5][c:6]([Cl:8])[cH:7]1. Starting materials: C=C(C(=O)OCC)c1cccc(OCc2ccccc2)c1, ClCCl, CC[N+](CC)(CC)Cc1ccccc1, BrC(Br)Br, [Cl-], [Na+], [OH-]. The product is CCOC(=O)C1(c2cccc(OCc3ccccc3)c2)CC1(Br)Br. RXN SMILES: [CH2:1]([CH3:2])[O:3][C:4]([C:5](=[CH2:6])[c:7]1[cH:8][c:9]([O:13][CH2:14][c:15]2[cH:16][cH:17][cH:18][cH:19][cH:20]2)[cH:10][cH:11][cH:12]1)=[O:21].[CH2:28]([Cl:29])[Cl:30].[CH2:32]([N+:33]([CH2:34][CH3:35])([CH2:36][CH3:37])[CH2:38][CH3:39])[c:40]1[cH:41][cH:42][cH:43][cH:44][cH:45]1.[CH:22]([Br:23])([Br:24])[Br:25].[Cl-:31].[Na+:27].[OH-:26]>>[CH2:1]([CH3:2])[O:3][C:4]([C:5]1([c:7]2[cH:8][c:9]([O:13][CH2:14][c:15]3[cH:16][cH:17][cH:18][cH:19][cH:20]3)[cH:10][cH:11][cH:12]2)[CH2:6][C:22]1([Br:23])[Br:25])=[O:21].